This data is from the Open Reaction Database (ORD), a public repository of structured organic reaction records. The task is: describe an organic reaction: reactants, conditions, products, and yield The reactants are [N+](=O)([O-])C1=CC=CC=C1 (nitrobenzene), C(C)C1=C(C=CC=C1)[N+](=O)[O-] (o-ethyl nitrobenzene), [N+](=O)([O-])C1=CC=CC=C1 (nitrobenzene). Yields the product [N+]([O-])(=NC1=CC=CC=C1)C1=CC=CC=C1 (azoxybenzene). Reaction SMILES: [N+:1]([C:4]1[CH:9]=[CH:8][CH:7]=[CH:6][CH:5]=1)([O-:3])=O.C([C:12]1[CH:17]=[CH:16][CH:15]=[CH:14][C:13]=1[N+:18]([O-])=O)C>>[N+:1]([C:4]1[CH:9]=[CH:8][CH:7]=[CH:6][CH:5]=1)(=[N:18][C:13]1[CH:14]=[CH:15][CH:16]=[CH:17][CH:12]=1)[O-:3]. Reported procedure: The reduction reaction was carried out in the same manner as set forth in Example 6 except for using a mixture of 1.0 mmol of nitrobenzene and 1.0 mmol of o-ethyl nitrobenzene instead of using nitrobenzene alone, and using 16.5 mg (the amount required for swelling of the reactant, i.e., the mixture, in 100%) of Polymer supported reagent-2, and thereby an azoxybenzene derivative of a symmetrical structure and an azoxybenzene derivative of an asymmetrical structure were obtained as a main product,... Starting materials: O=C(O)COc1ccccc1O, CCCC[O-], CN(C)c1ccccn1, [K+], O=[N+]([O-])c1ccc(F)cc1. The product is O=C(O)COc1ccccc1Oc1ccc([N+](=O)[O-])cc1. RXN SMILES: [C:11](=[O:12])([OH:13])[CH2:14][O:15][c:16]1[c:17]([OH:22])[cH:18][cH:19][cH:20][cH:21]1.[CH3:23][CH2:24][CH2:25][CH2:26][O-:27].[CH3:29][N:30]([c:31]1[cH:32][cH:33][cH:34][cH:35][n:36]1)[CH3:37].[K+:28].[N+:1](=[O:2])([O-:3])[c:4]1[cH:5][cH:6][c:7]([F:10])[cH:8][cH:9]1>>[N+:1](=[O:2])([O-:3])[c:4]1[cH:5][cH:6][c:7]([O:22][c:17]2[c:16]([O:15][CH2:14][C:11](=[O:12])[OH:13])[cH:21][cH:20][cH:19][cH:18]2)[cH:8][cH:9]1. The reactants are FC(S(=O)(=O)OC1=CC(=C(C(=C1)Cl)C=O)Cl)(F)F (3,5-dichloro-4-formyl-phenyl trifluoromethanesulfonate), [Si](C)(C)(C(C)(C)C)OC1=CC=C(C=C1)B(O)O (4-tert-butyldimethylsilyloxyphenyl boronic acid). Product: ClC=1C=C(C=C(C1C=O)Cl)C1=CC=C(C=C1)O (3,5-Dichloro-4′hydroxy-biphenyl-4-carbaldehyde), yellow solid. Yield: 50.0%. Reaction SMILES: FC(F)(F)S(O[C:7]1[CH:12]=[C:11]([Cl:13])[C:10]([CH:14]=[O:15])=[C:9]([Cl:16])[CH:8]=1)(=O)=O.[Si]([O:26][C:27]1[CH:32]=[CH:31][C:30](B(O)O)=[CH:29][CH:28]=1)(C(C)(C)C)(C)C>>[Cl:16][C:9]1[CH:8]=[C:7]([C:30]2[CH:31]=[CH:32][C:27]([OH:26])=[CH:28][CH:29]=2)[CH:12]=[C:11]([Cl:13])[C:10]=1[CH:14]=[O:15]. Procedure details: The title compound was prepared by reacting 3,5-dichloro-4-formyl-phenyl trifluoromethanesulfonate (0.73 g, 2.26 mmol) with 4-tert-butyldimethylsilyloxyphenyl boronic acid (0.80 g, 3.2 mmol) according to method C to yield 0.30 g (50%) of a yellow solid: mp:178-180° C.; 1H NMR (DMSO-d6): δ 6.88 (2H, d, J=8.84 Hz), 7.72 (2H, d, J=8.71 Hz), 7.84 (2H, s), 9.95 (1H, s), 10.38 (1H, s); MS (EI) m/z 266.0/268.0/270.0 (M+). Starting materials: F[B-](F)(F)F, CC(C)Cc1ccc(C(=O)O)s1, C=CCOc1c(C)cc(C(=O)NN)cc1C, CCN(C(C)C)C(C)C, ClCCl, CN(C)C(On1nnc2ccccc21)=[N+](C)C. The product is C=CCOc1c(C)cc(C(=O)NNC(=O)c2ccc(CC(C)C)s2)cc1C. Reaction SMILES: [B-:22]([F:23])([F:24])([F:25])[F:26].[CH2:1]([CH:2]([CH3:3])[CH3:4])[c:5]1[cH:6][cH:7][c:8]([C:10](=[O:11])[OH:12])[s:9]1.[CH2:44]([CH:45]=[CH2:46])[O:47][c:48]1[c:49]([CH3:59])[cH:50][c:51]([C:52](=[O:53])[NH:54][NH2:55])[cH:56][c:57]1[CH3:58].[CH:13]([N:14]([CH2:15][CH3:16])[CH:17]([CH3:18])[CH3:19])([CH3:20])[CH3:21].[Cl:60][CH2:61][Cl:62].[n:27]1([O:28][C:29]([N:30]([CH3:31])[CH3:32])=[N+:33]([CH3:34])[CH3:35])[c:36]2[cH:37][cH:38][cH:39][cH:40][c:41]2[n:42][n:43]1>>[CH2:1]([CH:2]([CH3:3])[CH3:4])[c:5]1[cH:6][cH:7][c:8]([C:10](=[O:12])[NH:55][NH:54][C:52]([c:51]2[cH:50][c:49]([CH3:59])[c:48]([O:47][CH2:44][CH:45]=[CH2:46])[c:57]([CH3:58])[cH:56]2)=[O:53])[s:9]1. Reactants: OC1=CC(=C(C=C1)NC=1OCC(C1C(=O)OCC)=O)C (ethyl 2-[(4-hydroxy-2-methylphenyl)amino]-4-oxo-4,5-dihydrofuran-3-carboxylate), N1C=C(C2=CC=CN=C12)C=O (7-azaindole-3-carboxaldehyde), [OH-].[Na+] (sodium hydroxide). Solvent: Cl (hydrochloric acid), C(C)O (ethanol), C(C)O (ethanol), C(C)O (ethanol). Yields the product N1C=C(C=2C1=NC=CC2)C=C2C(C(=C(O2)NC2=C(C=C(C=C2)O)C)C(=O)OCC)=O (Ethyl 5-[(1H-pyrrolo[2,3-b]pyridin-3-yl)methylene]-2-[(4-hydroxy-2-methylphenyl)amino]-4-oxo-4,5-dihydrofuran-3-carboxylate). Isolated yield 66.7%. RXN SMILES: [OH:1][C:2]1[CH:7]=[CH:6][C:5]([NH:8][C:9]2[O:10][CH2:11][C:12](=[O:19])[C:13]=2[C:14]([O:16][CH2:17][CH3:18])=[O:15])=[C:4]([CH3:20])[CH:3]=1.[NH:21]1[C:29]2[C:24](=[CH:25][CH:26]=[CH:27][N:28]=2)[C:23]([CH:30]=O)=[CH:22]1.[OH-].[Na+]>C(O)C.Cl>[NH:21]1[C:29]2=[N:28][CH:27]=[CH:26][CH:25]=[C:24]2[C:23]([CH:30]=[C:11]2[O:10][C:9]([NH:8][C:5]3[CH:6]=[CH:7][C:2]([OH:1])=[CH:3][C:4]=3[CH3:20])=[C:13]([C:14]([O:16][CH2:17][CH3:18])=[O:15])[C:12]2=[O:19])=[CH:22]1 |f:2.3|. Reported procedure: To a solution of ethyl 2-[(4-hydroxy-2-methylphenyl)amino]-4-oxo-4,5-dihydrofuran-3-carboxylate (0.10 g, 0.37 mmol) which similarly prepared according to the procedure described in the Example 74, Fourth step and 7-azaindole-3-carboxaldehyde (0.063 g, 0.43 mmol) in ethanol (2.5 mL), 2M hydrochloric acid in ethanol (0.46 mL, 0.92 mmol) was added at ambient temperature. The mixture was refluxed for 2.5 days. Cooled with ice bath, 2M sodium hydroxide solution (0.46 mL, 0.92 mmol) was added dropwise... Reactants: N1CCNCCC1 (hexahydro-1,4-diazepine), BrC1=NC=C(C=C1)Br (2,5-dibromopyridine), C([O-])([O-])=O.[K+].[K+] (potassium carbonate), resultant mixture, O (Water). Solvent: CN(C=O)C (dimethylformamide). The product is BrC=1C=CC(=NC1)N1CCN(CCC1)C1=NC=C(C=C1)Br (1,4-Bis(5-bromo-2-pyridyl)hexahydro-1,4-diazepine). Isolated yield 65.5%. Reaction SMILES: [NH:1]1[CH2:7][CH2:6][CH2:5][NH:4][CH2:3][CH2:2]1.Br[C:9]1[CH:14]=[CH:13][C:12]([Br:15])=[CH:11][N:10]=1.C(=O)([O-])[O-].[K+].[K+].O>CN(C)C=O>[Br:15][C:12]1[CH:13]=[CH:14][C:9]([N:1]2[CH2:7][CH2:6][CH2:5][N:4]([C:9]3[CH:14]=[CH:13][C:12]([Br:15])=[CH:11][N:10]=3)[CH2:3][CH2:2]2)=[N:10][CH:11]=1 |f:2.3.4|. Procedure: To a solution of hexahydro-1,4-diazepine (2.84 g, 28.4 mmol) in dimethylformamide (14 mL) were added 2,5-dibromopyridine (16.23 g, 68.5 mmol) and potassium carbonate powdered in a mortar (8.00 g, 57.9 mmol), and the resultant mixture was stirred at 120° for 15 hours. Water was added to the reaction mixture, and the mixture was extracted with chloroform. The organic layer was dried over anhydrous sodium sulfate and concentrated under reduced pressure. The residue was purified by column chromatogr...